This data is from the Open Reaction Database (ORD), a public repository of structured organic reaction records. The task is: describe an organic reaction: reactants, conditions, products, and yield The reactants are FC(C(C(C(F)(F)F)(F)F)(F)F)(S(=O)(=O)OC=1C=C2C(=CC1)OC1=NC=C(C=C1[C@]21N=C(OC1)N)C#CC(C)(C)OC)F ((R)-2′-amino-3-(3-methoxy-3-methylbut-1-ynyl)-5′H-spiro[chromeno[2,3-b]pyridine-5,4′-oxazole]-7-yl 1,1,2,2,3,3,4,4,4-nonafluorobutane-1-sulfonate), [Cl-].[Li+] (lithium chloride), C(CCC)[Sn](C1=CN=NC=C1)(CCCC)CCCC (4-(tributylstannyl)pyridazine). Reagents/catalysts: [Cu]I (copper(i) iodide), C=1C=CC(=CC1)[P](C=2C=CC=CC2)(C=3C=CC=CC3)[Pd]([P](C=4C=CC=CC4)(C=5C=CC=CC5)C=6C=CC=CC6)([P](C=7C=CC=CC7)(C=8C=CC=CC8)C=9C=CC=CC9)[P](C=1C=CC=CC1)(C=1C=CC=CC1)C=1C=CC=CC1 (tetrakis(triphenylphosphine)palladium). Run in CN(C)C=O (DMF). Yields the product COC(C#CC=1C=C2C(=NC1)OC1=CC=C(C=C1[C@@]21N=C(OC1)N)C1=CN=NC=C1)(C)C ((R)-3-(3-methoxy-3-methylbut-1-ynyl)-7-(pyridazin-4-yl)-5′H-spiro[chromeno[2,3-b]pyridine-5,4′-oxazol]-2′-amine). RXN SMILES: FC(F)(S(O[C:17]1[CH:18]=[C:19]2[C@:30]3([CH2:34][O:33][C:32]([NH2:35])=[N:31]3)[C:29]3[C:24](=[N:25][CH:26]=[C:27]([C:36]#[C:37][C:38]([O:41][CH3:42])([CH3:40])[CH3:39])[CH:28]=3)[O:23][C:20]2=[CH:21][CH:22]=1)(=O)=O)C(F)(F)C(F)(F)C(F)(F)F.[Cl-].[Li+].C([Sn](CCCC)(CCCC)[C:51]1[CH:56]=[CH:55][N:54]=[N:53][CH:52]=1)CCC>[Cu]I.C1C=CC([P]([Pd]([P](C2C=CC=CC=2)(C2C=CC=CC=2)C2C=CC=CC=2)([P](C2C=CC=CC=2)(C2C=CC=CC=2)C2C=CC=CC=2)[P](C2C=CC=CC=2)(C2C=CC=CC=2)C2C=CC=CC=2)(C2C=CC=CC=2)C2C=CC=CC=2)=CC=1.CN(C=O)C>[CH3:42][O:41][C:38]([CH3:40])([CH3:39])[C:37]#[C:36][C:27]1[CH:28]=[C:29]2[C@@:30]3([CH2:34][O:33][C:32]([NH2:35])=[N:31]3)[C:19]3[C:20](=[CH:21][CH:22]=[C:17]([C:51]4[CH:56]=[CH:55][N:54]=[N:53][CH:52]=4)[CH:18]=3)[O:23][C:24]2=[N:25][CH:26]=1 |f:1.2,^1:70,72,91,110|. Reported procedure: A vial was charged with (R)-2′-amino-3-(3-methoxy-3-methylbut-1-ynyl)-5′H-spiro[chromeno[2,3-b]pyridine-5,4′-oxazole]-7-yl 1,1,2,2,3,3,4,4,4-nonafluorobutane-1-sulfonate (102 mg, 0.158 mmol), copper(i) iodide (3.01 mg, 0.016 mmol), tetrakis(triphenylphosphine)palladium (18.24 mg, 0.016 mmol), and lithium chloride (10.96 mg, 1.579 mmol). The vial was purged with Ar (g), then DMF (790 μL) and 4-(tributylstannyl)pyridazine (146 μL, 0.474 mmol) were added in sequence. The vial was sealed and placed ...